This data is from the Open Reaction Database (ORD), a public repository of structured organic reaction records. The task is: describe an organic reaction: reactants, conditions, products, and yield Reactants: NC=1N=CC(=NC1)C=1C(=C(C(=CC1)C1CCC1)O)F (3-(5-aminopyrazin-2-yl)-6-cyclobutyl-2-fluorophenol), BrC=1C=NC(=NC1)Cl (5-bromo-2-chloropyrimidine), C([O-])([O-])=O.[Cs+].[Cs+] (cesium carbonate). Run in CS(=O)C (DMSO). Run at temperature 120 celsius. Product: BrC=1C=NC(=NC1)OC=1C(=C(C=CC1C1CCC1)C=1N=CC(=NC1)N)F (5-(3-((5-Bromopyrimidin-2-yl)oxy)-4-cyclobutyl-2-fluorophenyl)pyrazin-2-amine). As a reaction SMILES: [NH2:1][C:2]1[N:3]=[CH:4][C:5]([C:8]2[C:9]([F:19])=[C:10]([OH:18])[C:11]([CH:14]3[CH2:17][CH2:16][CH2:15]3)=[CH:12][CH:13]=2)=[N:6][CH:7]=1.[Br:20][C:21]1[CH:22]=[N:23][C:24](Cl)=[N:25][CH:26]=1.C(=O)([O-])[O-].[Cs+].[Cs+]>CS(C)=O>[Br:20][C:21]1[CH:22]=[N:23][C:24]([O:18][C:10]2[C:9]([F:19])=[C:8]([C:5]3[N:6]=[CH:7][C:2]([NH2:1])=[N:3][CH:4]=3)[CH:13]=[CH:12][C:11]=2[CH:14]2[CH2:15][CH2:16][CH2:17]2)=[N:25][CH:26]=1 |f:2.3.4|. Procedure details: To a microwave vial containing a stir-bar was added 3-(5-aminopyrazin-2-yl)-6-cyclobutyl-2-fluorophenol (100 mg, 0.386 mmol), 5-bromo-2-chloropyrimidine (74 mg, 0.39 mmol), cesium carbonate (188 mg, 0.580), and DMSO (2 mL). The vial was sealed and heated in the microwave for 30 minutes at 120° Celsius. The mixture was cooled to rt then passed through a syringe filter and the filtrate subjected to HPLC purification to give the title compound. 1H NMR (500 MHz, 2 mL) δ 8.69 (d, J=1.5, 2H), 8.24 (s,... Reactants: CCOC(=O)Cl, Cc1ccccc1, c1ccc(CN2CCC(Cc3nc4ccccc4n3Cc3ccoc3)CC2)cc1. Product: c1ccc2c(c1)nc(CC1CCNCC1)n2Cc1ccoc1. As a reaction SMILES: [C:30]([Cl:31])(=[O:32])[O:33][CH2:34][CH3:35].[CH3:36][c:37]1[cH:38][cH:39][cH:40][cH:41][cH:42]1.[o:1]1[cH:2][c:3]([CH2:6][n:7]2[c:8]([CH2:16][CH:17]3[CH2:18][CH2:19][N:20]([CH2:23][c:24]4[cH:25][cH:26][cH:27][cH:28][cH:29]4)[CH2:21][CH2:22]3)[n:9][c:10]3[c:11]2[cH:12][cH:13][cH:14][cH:15]3)[cH:4][cH:5]1>>[o:1]1[cH:2][c:3]([CH2:6][n:7]2[c:8]([CH2:16][CH:17]3[CH2:18][CH2:19][NH:20][CH2:21][CH2:22]3)[n:9][c:10]3[c:11]2[cH:12][cH:13][cH:14][cH:15]3)[cH:4][cH:5]1. The reactants are Nc1cccc(Br)c1, C1CCOC1, CC(C)O, Clc1c2ncncc2cc2ocnc12, Cl. Product: Brc1cccc(Nc2c3ncncc3cc3ocnc23)c1. RXN SMILES: [Br:15][c:16]1[cH:17][c:18]([NH2:19])[cH:20][cH:21][cH:22]1.[CH2:24]1[O:25][CH2:26][CH2:27][CH2:28]1.[CH3:29][CH:30]([OH:31])[CH3:32].[Cl:1][c:2]1[c:3]2[c:4]([cH:5][c:6]3[cH:7][n:8][cH:9][n:10][c:11]13)[o:12][cH:13][n:14]2.[ClH:23]>>[c:2]1([NH:19][c:18]2[cH:17][c:16]([Br:15])[cH:22][cH:21][cH:20]2)[c:3]2[c:4]([cH:5][c:6]3[cH:7][n:8][cH:9][n:10][c:11]13)[o:12][cH:13][n:14]2. Yields the product C(C)OC(C(C(=O)OCC)([N+](=O)[O-])F)=O (diethylfluoronitromalonate). Starting materials: [N+](=O)([O-])C(C(=O)OCC)C(=O)OCC (diethyl nitromalonate), C(C)OC(C(C(=O)OCC)[N+](=O)[O-])=O (diethylnitromalonate), FF (fluorine). Reaction SMILES: [N+:1]([CH:4]([C:10]([O:12][CH2:13][CH3:14])=[O:11])[C:5]([O:7][CH2:8][CH3:9])=[O:6])([O-:3])=[O:2].[F:15]F>>[CH2:8]([O:7][C:5](=[O:6])[C:4]([F:15])([N+:1]([O-:3])=[O:2])[C:10]([O:12][CH2:13][CH3:14])=[O:11])[CH3:9]. Reported procedure: An experiment was carried out as described in Example 2 using diethyl nitromalonate instead of diethyl malonate. Thus, 4.1 gm. (20 mmol.) diethylnitromalonate was treated with fluorine to give diethylfluoronitromalonate {δH 1.40 (6H, t, JHH 7.11, CH3), 4.47 (4H, q, JHH 7.12, CH2); δF 127.3 δC 13.7 (s, CH3), 65.2 (s, CH2), 106.3 (d, 1JCF 261.7, CF), 157.9 (d. 2JCF 25.2, CO).} in 76% yield. The conversion was 97%. Yield: 76.0%. The reactants are [BH4-], O=C(CCl)c1ccc(Br)c(Cl)c1, COC(C)(C)C, C[O-], CCO, [Na+], [Na+]. RXN SMILES: [BH4-:13].[Br:1][c:2]1[c:3]([Cl:12])[cH:4][c:5]([C:8]([CH2:9][Cl:10])=[O:11])[cH:6][cH:7]1.[C:18]([O:19][CH3:20])([CH3:21])([CH3:22])[CH3:23].[CH3:15][O-:16].[CH3:24][CH2:25][OH:26].[Na+:14].[Na+:17]>>[Br:1][c:2]1[c:3]([Cl:12])[cH:4][c:5]([CH:8]2[CH2:9][O:11]2)[cH:6][cH:7]1. Yields the product Clc1cc(C2CO2)ccc1Br. Reactants: CC(=O)[O-], CCO, Cl, NO, [Na+], O, O, O, O, O=C(Cc1ccccc1)c1ccccc1. Yields the product ON=C(Cc1ccccc1)c1ccccc1. As a reaction SMILES: [C:22]([O-:23])(=[O:24])[CH3:25].[CH3:27][CH2:28][OH:29].[ClH:16].[NH2:17][OH:18].[Na+:26].[OH2:19].[OH2:20].[OH2:21].[OH2:30].[c:1]1([C:7](=[O:8])[CH2:9][c:10]2[cH:11][cH:12][cH:13][cH:14][cH:15]2)[cH:2][cH:3][cH:4][cH:5][cH:6]1>>[c:1]1([C:7]([CH2:9][c:10]2[cH:11][cH:12][cH:13][cH:14][cH:15]2)=[N:17][OH:18])[cH:2][cH:3][cH:4][cH:5][cH:6]1. The reactants are C1(=CC=C(C=C1)S(=O)(=O)C1=CC=C(C=C1)N1CCC(CC1)=O)C (1-[4-(Toluene-4-sulfonyl)-phenyl]-piperidin-4-one), NC[C@H](O)C=1C=CC(=C(C1)NS(=O)(=O)C)O ((R)-N-[5-(2-amino-1-hydroxy-ethyl)-2-hydroxy-phenyl}-methanesulfonamide). Yields the product OC1=C(C=C(C=C1)C(CNC1CCN(CC1)C1=CC=C(C=C1)S(=O)(=O)C1=CC=C(C=C1)C)O)NS(=O)(=O)C (N-[2-Hydroxy-5-(1-hydroxy-2-{1-[4-(toluene-4-sulfonyl)-phenyl]-piperidin-4-ylamino}-ethyl)-phenyl]-methanesulfonamide), white solid. As a reaction SMILES: [C:1]1([CH3:23])[CH:6]=[CH:5][C:4]([S:7]([C:10]2[CH:15]=[CH:14][C:13]([N:16]3[CH2:21][CH2:20][C:19](=O)[CH2:18][CH2:17]3)=[CH:12][CH:11]=2)(=[O:9])=[O:8])=[CH:3][CH:2]=1.[NH2:24][CH2:25][C@@H:26]([C:28]1[CH:29]=[CH:30][C:31]([OH:39])=[C:32]([NH:34][S:35]([CH3:38])(=[O:37])=[O:36])[CH:33]=1)[OH:27]>>[OH:39][C:31]1[CH:30]=[CH:29][C:28]([CH:26]([OH:27])[CH2:25][NH:24][CH:19]2[CH2:20][CH2:21][N:16]([C:13]3[CH:12]=[CH:11][C:10]([S:7]([C:4]4[CH:5]=[CH:6][C:1]([CH3:23])=[CH:2][CH:3]=4)(=[O:8])=[O:9])=[CH:15][CH:14]=3)[CH2:17][CH2:18]2)=[CH:33][C:32]=1[NH:34][S:35]([CH3:38])(=[O:37])=[O:36]. Reported procedure: The title compound was prepared according to the procedure of Example 1 from 0.13 g (0.4 mmol) of Reference Example 25, 1-[4-(Toluene-4-sulfonyl)-phenyl]-piperidin-4-one, and 0.12 g (0.5 mmol) of (R)-N-[5-(2-amino-1-hydroxy-ethyl)-2-hydroxy-phenyl}-methanesulfonamide, yielding 0.18 g of a white solid; m.p. 115-118° C.; MS (ES) m/z 560.0 (MH+); HRMS (FAB) Calcd. for C27H34N3O6S2 (MH+): 560.1889, Found: 560.1886.